Dataset: the Open Reaction Database (ORD), a public repository of structured organic reaction records. Task: describe an organic reaction: reactants, conditions, products, and yield RXN SMILES: [C:3]([CH3:4])([CH3:5])([CH3:6])[Si:7]([O:8][CH:9]([CH3:10])[c:11]1[o:12][c:13]([CH2:16][n:17]2[n:18][cH:19][c:20]([N+:22]([O-:23])=[O:24])[n:21]2)[cH:14][n:15]1)([CH3:25])[CH3:26].[CH3:29][CH2:30][OH:31].[Cl-:27].[Fe:33].[N:1]#[N:2].[NH4+:28].[OH2:32]>>[C:3]([CH3:4])([CH3:5])([CH3:6])[Si:7]([O:8][CH:9]([CH3:10])[c:11]1[o:12][c:13]([CH2:16][n:17]2[n:18][cH:19][c:20]([NH2:22])[n:21]2)[cH:14][n:15]1)([CH3:25])[CH3:26]. The reactants are CC(O[Si](C)(C)C(C)(C)C)c1ncc(Cn2ncc([N+](=O)[O-])n2)o1, CCO, [Cl-], [Fe], N#N, [NH4+], O. The product is CC(O[Si](C)(C)C(C)(C)C)c1ncc(Cn2ncc(N)n2)o1. Reactants: C(C1=CC=CC=C1)P(O)(=O)CC(C(=O)OCC)CC=1C=NC(=CC1)NC(=O)OC(C)(C)C (Benzyl[2-({6-[(tert-butoxycarbonyl)amino]pyridin-3-yl}methyl)-3-ethoxy-3-oxopropyl]phosphinic acid), [Li+].[OH-] (LiOH). Conditions: time 8 hour. Reaction SMILES: [CH2:1]([P:8]([CH2:11][CH:12]([CH2:18][C:19]1[CH:20]=[N:21][C:22]([NH:25][C:26]([O:28][C:29]([CH3:32])([CH3:31])[CH3:30])=[O:27])=[CH:23][CH:24]=1)[C:13]([O:15]CC)=[O:14])(=[O:10])[OH:9])[C:2]1[CH:7]=[CH:6][CH:5]=[CH:4][CH:3]=1.[Li+].[OH-]>C1COCC1.O>[CH2:1]([P:8]([CH2:11][CH:12]([CH2:18][C:19]1[CH:20]=[N:21][C:22]([NH:25][C:26]([O:28][C:29]([CH3:32])([CH3:31])[CH3:30])=[O:27])=[CH:23][CH:24]=1)[C:13]([OH:15])=[O:14])([OH:10])=[O:9])[C:2]1[CH:7]=[CH:6][CH:5]=[CH:4][CH:3]=1 |f:1.2|. Procedure details: Benzyl[2-({6-[(tert-butoxycarbonyl)amino]pyridin-3-yl}methyl)-3-ethoxy-3-oxopropyl]phosphinic acid (62 mg; 0.13 mmol) was dissolved in THF (1 mL) and water (1 mL). LiOH (12 mg; 0.5 mmol) was added, and the reaction was stirred at room temperature overnight. The reaction mixture was concentrated, water (1 mL) was added and the aqueous solution was extracted with CHCl3 (1×1 mL). 0.5 M aqueous HCl (1 mL) was added to the aqueous solution, and the resulting acidic aqueous solution was extracted with... Solvent: C1CCOC1 (THF), O (water). Yield: 81.5%. Product: C(C1=CC=CC=C1)P(=O)(O)CC(C(=O)O)CC=1C=NC(=CC1)NC(=O)OC(C)(C)C (3-[benzyl(hydroxy)phosphoryl]-2-({6-[(tert-butoxycarbonyl)amino]-pyridin-3-yl}methyl)propanoic acid).